Dataset: the Open Reaction Database (ORD), a public repository of structured organic reaction records. Task: describe an organic reaction: reactants, conditions, products, and yield Yields the product O=C(Nc1cc(Oc2ccc3c(ccn3C(=O)NCCF)c2)ccn1)C1CCNCC1. Starting materials: O=C(O)O, CCOC(C)=O, CC(C)(C)OC(=O)N1CCC(C(=O)Nc2cc(Oc3ccc4c(ccn4C(=O)NCCF)c3)ccn2)CC1, O, O=C(O)C(F)(F)F. Reaction SMILES: [C:46](=[O:47])([OH:48])[OH:49].[CH3:39][CH2:40][O:41][C:42](=[O:43])[CH3:44].[F:1][CH2:2][CH2:3][NH:4][C:5](=[O:6])[n:7]1[cH:8][cH:9][c:10]2[cH:11][c:12]([O:16][c:17]3[cH:18][c:19]([NH:23][C:24](=[O:25])[CH:26]4[CH2:27][CH2:28][N:29]([C:32]([O:33][C:34]([CH3:35])([CH3:36])[CH3:37])=[O:38])[CH2:30][CH2:31]4)[n:20][cH:21][cH:22]3)[cH:13][cH:14][c:15]12.[OH2:45].[OH:50][C:51]([C:52]([F:53])([F:54])[F:55])=[O:56]>>[F:1][CH2:2][CH2:3][NH:4][C:5](=[O:6])[n:7]1[cH:8][cH:9][c:10]2[cH:11][c:12]([O:16][c:17]3[cH:18][c:19]([NH:23][C:24](=[O:25])[CH:26]4[CH2:27][CH2:28][NH:29][CH2:30][CH2:31]4)[n:20][cH:21][cH:22]3)[cH:13][cH:14][c:15]12. The reactants are BrC1=CC=C(C=C1)C=1OC(=C(N1)COC1CC(CCC1)OCC1=C(C(=O)OC)C(=CC=C1)C)C (Methyl 2-{3-[2-(4-bromophenyl)-5-methyloxazol-4-ylmethoxy]cyclohexyloxymethyl}-6-methylbenzoate), Cl (hydrochloric acid). Run in C(C)(C)(C)O (tert-butanol), [OH-].[K+] (potassium hydroxide). Run at time 2 day. Product: BrC1=CC=C(C=C1)C=1OC(=C(N1)COC1CC(CCC1)OCC1=C(C(=O)O)C(=CC=C1)C)C (2-{3-[2-(4-Bromophenyl)-5-methyloxazol-4-ylmethoxy]cyclohexyloxymethyl}-6-methylbenzoic acid). Reaction SMILES: [Br:1][C:2]1[CH:7]=[CH:6][C:5]([C:8]2[O:9][C:10]([CH3:34])=[C:11]([CH2:13][O:14][CH:15]3[CH2:20][CH2:19][CH2:18][CH:17]([O:21][CH2:22][C:23]4[CH:32]=[CH:31][CH:30]=[C:29]([CH3:33])[C:24]=4[C:25]([O:27]C)=[O:26])[CH2:16]3)[N:12]=2)=[CH:4][CH:3]=1.Cl>C(O)(C)(C)C.[OH-].[K+]>[Br:1][C:2]1[CH:3]=[CH:4][C:5]([C:8]2[O:9][C:10]([CH3:34])=[C:11]([CH2:13][O:14][CH:15]3[CH2:20][CH2:19][CH2:18][CH:17]([O:21][CH2:22][C:23]4[CH:32]=[CH:31][CH:30]=[C:29]([CH3:33])[C:24]=4[C:25]([OH:27])=[O:26])[CH2:16]3)[N:12]=2)=[CH:6][CH:7]=1 |f:3.4|. Reported procedure: 117 mg of 49 were stirred in a mixture of 10 ml of tert-butanol and 1 ml of 10 N aqueous potassium hydroxide solution at 90° C. After two days, the mixture was acidified with hydrochloric acid and extracted with ethyl acetate. The combined organic phases were dried over magnesium sulfate, the solvents were removed under reduced pressure and the residue was purified by RP-HPLC. This gave 50 as an amorphous solid. C26H28BrNO5 (514.52), MS(ESI): 514.29, 516.29 (M+H+). Starting materials: C1CCOC1, Cc1nc(-c2ccc(N)cc2)no1, C[Si](C)(C)C#N, COc1cc(C=O)c(F)c2c1OCOC2. Product: COc1cc(C(C#N)Nc2ccc(-c3noc(C)n3)cc2)c(F)c2c1OCOC2. As a reaction SMILES: [CH2:35]1[O:36][CH2:37][CH2:38][CH2:39]1.[CH3:1][c:2]1[n:3][c:4](-[c:7]2[cH:8][cH:9][c:10]([NH2:13])[cH:11][cH:12]2)[n:5][o:6]1.[CH3:29][Si:30]([CH3:31])([CH3:32])[C:33]#[N:34].[F:14][c:15]1[c:16]([CH:27]=[O:28])[cH:17][c:18]([O:25][CH3:26])[c:19]2[c:20]1[CH2:21][O:22][CH2:23][O:24]2>>[CH3:1][c:2]1[n:3][c:4](-[c:7]2[cH:8][cH:9][c:10]([NH:13][CH:27]([c:16]3[c:15]([F:14])[c:20]4[c:19]([c:18]([O:25][CH3:26])[cH:17]3)[O:24][CH2:23][O:22][CH2:21]4)[C:33]#[N:34])[cH:11][cH:12]2)[n:5][o:6]1. Yields the product C1(CCCC1)CN1C(C(=CC2=C(C(=NC=C12)C(=O)NCCC(=O)O)O)C1=CC=CC=C1)=O (3-[(1-Cyclopentylmethyl-5-hydroxy-2-oxo-3-phenyl-1,2-dihydro-[1,7]naphthyridine-6-carbonyl)-amino]-propionic acid). As a reaction SMILES: CO[C:3]([C:5]1[C:6]([OH:28])=[C:7]2[C:12](=[CH:13][N:14]=1)[N:11]([CH2:15][CH:16]1[CH2:20][CH2:19][CH2:18][CH2:17]1)[C:10](=[O:21])[C:9]([C:22]1[CH:27]=[CH:26][CH:25]=[CH:24][CH:23]=1)=[CH:8]2)=[O:4].[NH2:29][CH2:30][CH2:31][C:32]([OH:34])=[O:33].C[O-].[Na+]>C([O-])(O)=O.[Na+]>[CH:16]1([CH2:15][N:11]2[C:12]3[C:7](=[C:6]([OH:28])[C:5]([C:3]([NH:29][CH2:30][CH2:31][C:32]([OH:34])=[O:33])=[O:4])=[N:14][CH:13]=3)[CH:8]=[C:9]([C:22]3[CH:27]=[CH:26][CH:25]=[CH:24][CH:23]=3)[C:10]2=[O:21])[CH2:20][CH2:19][CH2:18][CH2:17]1 |f:2.3,4.5|. Isolated yield 49.4%. Procedure: A mixture of 1-cyclopentylmethyl-5-hydroxy-2-oxo-3-phenyl-1,2-dihydro-[1,7]naphthyridine-6-carboxylic acid methyl ester (35 mg, 0.093 mmol), β-alanine (660 mg, 7.4 mmol) and NaOMe solution (11 mL, 5.6 mmol, 0.5 M in MeOH) was refluxed for 16 h. After the mixture was cooled to r.t., the solvent was evaporated in vacuo. The residue was partitioned between EtOAc and water. 1 M HCl was added until pH was about 3. The aqueous layer was extracted with additional EtOAc, and the organic layers were comb... Reactants: COC(=O)C=1C(=C2C=C(C(N(C2=CN1)CC1CCCC1)=O)C1=CC=CC=C1)O (1-cyclopentylmethyl-5-hydroxy-2-oxo-3-phenyl-1,2-dihydro-[1,7]naphthyridine-6-carboxylic acid methyl ester), NCCC(=O)O (β-alanine), C[O-].[Na+] (NaOMe). Run in C(=O)(O)[O-].[Na+] (NaHCO3). Starting materials: OC(C(=O)O)C=1NC(SC1)=NC(=O)OC(C)(C)CC (2-hydroxy-2-(2-tert-pentyloxycarbonylimino-2,3-dihydro-1,3-thiazol-4-yl)acetic acid), O(Cl)Cl (oxychloride), CN1N=NN=C1SCC=1CS[C@H]2N(C1C(=O)O)C(C2N)=O (3-(1-methyl-1H-tetrazol-5-yl)thiomethyl-7-amino-3-cephem-4-carboxylic acid), C[Si](C)(C)C(C(=O)N)[Si](C)(C)C (bis(trimethylsilyl)acetamide), OC(C(=O)O)C=1N=C(SC1)NC(=O)OC(C)(C)CC (2-hydroxy-2-(2-tert-pentyloxycarbonylamino-1,3-thiazol-4-yl)acetic acid), C([O-])(O)=O.[Na+] (sodium bicarbonate). The solvent is C(C)(=O)OCC (ethyl acetate), CN(C=O)C (dimethylformamide), C(C)(=O)OCC (ethyl acetate), C(C)(=O)OCC (ethyl acetate). Product: CN1N=NN=C1SCC=1CS[C@H]2N(C1C(=O)O)C(C2NC(C(C=2N=C(SC2)NC(=O)OC(C)(C)CC)OC=O)=O)=O (3-(1-methyl-1H-tetrazol-5-yl)thiomethyl-7-[2-formyloxy-2-(2-tert-pentyloxycarbonylamino-1,3-thiazol-4-yl)acetamido]-3-cephem-4-carboxylic acid). Reaction SMILES: O(Cl)Cl.[OH:4][CH:5]([C:9]1[N:10]=[C:11]([NH:14][C:15]([O:17][C:18]([CH2:21][CH3:22])([CH3:20])[CH3:19])=[O:16])[S:12][CH:13]=1)[C:6]([OH:8])=O.[CH3:23][N:24]1[C:28]([S:29][CH2:30][C:31]2[CH2:32][S:33][C@@H:34]3[CH:41]([NH2:42])[C:40](=[O:43])[N:35]3[C:36]=2[C:37]([OH:39])=[O:38])=[N:27][N:26]=[N:25]1.C[Si](C([Si](C)(C)C)[C:49](N)=[O:50])(C)C.C(=O)(O)[O-].[Na+]>C(OCC)(=O)C.CN(C)C=O>[CH3:23][N:24]1[C:28]([S:29][CH2:30][C:31]2[CH2:32][S:33][C@@H:34]3[CH:41]([NH:42][C:6](=[O:8])[CH:5]([O:4][CH:49]=[O:50])[C:9]4[N:10]=[C:11]([NH:14][C:15]([O:17][C:18]([CH2:21][CH3:22])([CH3:20])[CH3:19])=[O:16])[S:12][CH:13]=4)[C:40](=[O:43])[N:35]3[C:36]=2[C:37]([OH:39])=[O:38])=[N:27][N:26]=[N:25]1 |f:4.5|. Procedure: To dimethylformamide (1.1 g.) was dropwise added phophorus oxychloride (1.5 g.) under stirring and ice-cooling, and the mixture was stirred for 30 minutes at 40° C. To the mixture was added ethyl acetate (10 ml.), and the mixture was cooled to -20° to -10° C. with stirring. To the mixture was added a solution of 2-hydroxy-2-(2-tert-pentyloxycarbonylamino-1,3-thiazol-4-yl)acetic acid, which can be represented as 2-hydroxy-2-(2-tert-pentyloxycarbonylimino-2,3-dihydro-1,3-thiazol-4-yl)acetic acid, ... Reactants: Cc1ccc(CN)cc1, [K+], [OH-], O, OCCCl. The product is Cc1ccc(CNCCO)cc1. RXN SMILES: [CH3:5][c:6]1[cH:7][cH:8][c:9]([CH2:10][NH2:11])[cH:12][cH:13]1.[K+:15].[OH-:14].[OH2:16].[OH:1][CH2:2][CH2:3][Cl:4]>>[OH:1][CH2:2][CH2:3][NH:11][CH2:10][c:9]1[cH:8][cH:7][c:6]([CH3:5])[cH:13][cH:12]1.